From a dataset of the Open Reaction Database (ORD), a public repository of structured organic reaction records. describe an organic reaction: reactants, conditions, products, and yield Reaction conditions: temperature 100 celsius. Yield: 9.6%. As a reaction SMILES: [CH:1]([NH:4][C:5]1[C:13]2[C:8](=[CH:9][C:10]([NH2:14])=[CH:11][CH:12]=2)[NH:7][N:6]=1)([CH3:3])[CH3:2].[C:15]1([S:21](Cl)(=[O:23])=[O:22])[CH:20]=[CH:19][CH:18]=[CH:17][CH:16]=1>N1C=CC=CC=1>[CH:1]([NH:4][C:5]1[C:13]2[C:8](=[CH:9][C:10]([NH:14][S:21]([C:15]3[CH:20]=[CH:19][CH:18]=[CH:17][CH:16]=3)(=[O:23])=[O:22])=[CH:11][CH:12]=2)[NH:7][N:6]=1)([CH3:3])[CH3:2]. Starting materials: C(C)(C)NC1=NNC2=CC(=CC=C12)N (N*3*-Isopropyl-1H-indazole-3,6-diamine), C1(=CC=CC=C1)S(=O)(=O)Cl (benzenesulfonyl chloride). Run in N1=CC=CC=C1 (pyridine). Product: C(C)(C)NC1=NNC2=CC(=CC=C12)NS(=O)(=O)C1=CC=CC=C1 (N-(3-Isopropylamino-1H-indazol-6-yl)-benzenesulfonamide). Procedure: N*3*-Isopropyl-1H-indazole-3,6-diamine (0.036 g, 0.19 mmol) was dissolved in 1 mL pyridine and benzenesulfonyl chloride (0.024 mL, 0.19 mmol) was added. The reaction mixture was heated to 100° C. and stirred for an hour, then cooled and concentrated under reduced pressure. The residue was chromatographed through silica gel (EtOAc/hexanes 0-50%) to give 6.0 mg of N-(3-Isopropylamino-1H-indazol-6-yl)-benzenesulfonamide, MS (M+H)=359. Reactants: C1(CCCCC1)N=C=NC1CCCCC1 (1,3-dicyclohexylcarbodiimide), C(CCCC\C=C/C\C=C/C\C=C/CCCCC)(=O)OCCCO (1-(z,z,z-octadeca-6,9,12-trienoyloxy)-3-hydroxypropane), C(CCCCCCC\C=C/CCCCCCCC)(=O)O (z-octadeca-9-enoic acid). The reagents and catalysts are CN(C)C1=CC=NC=C1 (4-(N,N-dimethylamino)pyridine). Solvent: C(Cl)Cl (methylene chloride), C(Cl)Cl (methylene chloride), CCCCCC (hexane). The product is C(CCCC\C=C/C\C=C/C\C=C/CCCCC)(=O)OCCCOC(CCCCCCC\C=C/CCCCCCCC)=O (1-(z,z,z-octadeca-6,9,12-trienoyloxy)-3-(z-octadeca-9-enoyloxy)propane). Reaction SMILES: C1(N=C=NC2CCCCC2)CCCCC1.[C:16]([O:35][CH2:36][CH2:37][CH2:38][OH:39])(=[O:34])[CH2:17][CH2:18][CH2:19][CH2:20]/[CH:21]=[CH:22]\[CH2:23]/[CH:24]=[CH:25]\[CH2:26]/[CH:27]=[CH:28]\[CH2:29][CH2:30][CH2:31][CH2:32][CH3:33].[C:40](O)(=[O:58])[CH2:41][CH2:42][CH2:43][CH2:44][CH2:45][CH2:46][CH2:47]/[CH:48]=[CH:49]\[CH2:50][CH2:51][CH2:52][CH2:53][CH2:54][CH2:55][CH2:56][CH3:57]>CN(C1C=CN=CC=1)C.C(Cl)Cl.CCCCCC>[C:16]([O:35][CH2:36][CH2:37][CH2:38][O:39][C:40](=[O:58])[CH2:41][CH2:42][CH2:43][CH2:44][CH2:45][CH2:46][CH2:47]/[CH:48]=[CH:49]\[CH2:50][CH2:51][CH2:52][CH2:53][CH2:54][CH2:55][CH2:56][CH3:57])(=[O:34])[CH2:17][CH2:18][CH2:19][CH2:20]/[CH:21]=[CH:22]\[CH2:23]/[CH:24]=[CH:25]\[CH2:26]/[CH:27]=[CH:28]\[CH2:29][CH2:30][CH2:31][CH2:32][CH3:33]. Procedure details: A solution of 1,3-dicyclohexylcarbodiimide (23.7 g) and 4-(N,N-dimethylamino)pyridine (15.9 g) in methylene chloride (200 ml) was added to a solution of 1-(z,z,z-octadeca-6,9,12-trienoyloxy)-3-hydroxypropane (33.6 g) and z-octadeca-9-enoic acid (30 g) in methylene chloride (400 ml) under nitrogen at room temperature. On completion of reaction as evidenced by tic analysis the solution was diluted with hexane, filtered, concentrated and purified by dry column chromatography to yield 1-(z,z,z-octad... Starting materials: C(C1=CC=CC=C1)OCO[C@@H]1C[C@@H](NC1)COC=1C(=NC=CC1)C(=O)OCC (ethyl 3-(((2R,4R)-4-(benzyloxymethoxy)pyrrolidin-2-yl)methoxy)picolinate), FC([C@@H]1CC[C@H](CC1)C(=O)O)(F)F (trans-4-(trifluoromethyl)cyclohexanecarboxylic acid), N1C(=CC2=CC=CC=C12)C(=O)O (indole-2-carboxylic acid). Yields the product C(C1=CC=CC=C1)OCO[C@@H]1C[C@@H](N(C1)C(=O)[C@@H]1CC[C@H](CC1)C(F)(F)F)COC=1C(=NC=CC1)C(=O)OCC (ethyl 3-(((2R,4R)-4-(benzyloxymethoxy)-1-(trans-4-(trifluoromethyl)cyclohexanecarbonyl)pyrrolidin-2-yl)methoxy)picolinate). Reaction SMILES: [CH2:1]([O:8][CH2:9][O:10][C@H:11]1[CH2:15][NH:14][C@@H:13]([CH2:16][O:17][C:18]2[C:19]([C:24]([O:26][CH2:27][CH3:28])=[O:25])=[N:20][CH:21]=[CH:22][CH:23]=2)[CH2:12]1)[C:2]1[CH:7]=[CH:6][CH:5]=[CH:4][CH:3]=1.[F:29][C:30]([F:41])([F:40])[C@H:31]1[CH2:36][CH2:35][C@H:34]([C:37](O)=[O:38])[CH2:33][CH2:32]1.N1C2C(=CC=CC=2)C=C1C(O)=O>>[CH2:1]([O:8][CH2:9][O:10][C@H:11]1[CH2:15][N:14]([C:37]([C@H:34]2[CH2:33][CH2:32][C@H:31]([C:30]([F:29])([F:40])[F:41])[CH2:36][CH2:35]2)=[O:38])[C@@H:13]([CH2:16][O:17][C:18]2[C:19]([C:24]([O:26][CH2:27][CH3:28])=[O:25])=[N:20][CH:21]=[CH:22][CH:23]=2)[CH2:12]1)[C:2]1[CH:7]=[CH:6][CH:5]=[CH:4][CH:3]=1. Reported procedure: The title compound was prepared according to the procedure described in Step 1 of EXAMPLE 3 using ethyl 3-(((2R,4R)-4-(benzyloxymethoxy)pyrrolidin-2-yl)methoxy)picolinate (EXAMPLE 79 Step 4) and trans-4-(trifluoromethyl)cyclohexanecarboxylic acid instead of (R)-3-(pyrrolidin-2-ylmethoxy)picolinamide dihydrochloride and indole-2-carboxylic acid. Reactants: CNCC1CCC(CCCCCBr)CC1, O=C([O-])[O-], O=C(Cl)Oc1ccc(C(F)(F)F)cc1, Cl, Cl, [K+], [K+], C1CCOC1, O. Product: CN(CC1CCC(CCCCCBr)CC1)C(=O)Oc1ccc(C(F)(F)F)cc1. Reaction SMILES: [Br:22][CH2:23][CH2:24][CH2:25][CH2:26][CH2:27][CH:28]1[CH2:29][CH2:30][CH:31]([CH2:34][NH:35][CH3:36])[CH2:32][CH2:33]1.[C:15](=[O:16])([O-:17])[O-:18].[Cl:1][C:2](=[O:3])[O:4][c:5]1[cH:6][cH:7][c:8]([C:11]([F:12])([F:13])[F:14])[cH:9][cH:10]1.[ClH:21].[ClH:37].[K+:19].[K+:20].[O:39]1[CH2:40][CH2:41][CH2:42][CH2:43]1.[OH2:38]>>[C:2](=[O:3])([O:4][c:5]1[cH:6][cH:7][c:8]([C:11]([F:12])([F:13])[F:14])[cH:9][cH:10]1)[N:35]([CH2:34][CH:31]1[CH2:30][CH2:29][CH:28]([CH2:27][CH2:26][CH2:25][CH2:24][CH2:23][Br:22])[CH2:33][CH2:32]1)[CH3:36].